From a dataset of the Open Reaction Database (ORD), a public repository of structured organic reaction records. describe an organic reaction: reactants, conditions, products, and yield The reactants are COCCOCCOCCOCCOCCO (pentaethylene glycol monomethyl ether), N1=CC=CC=C1 (pyridine), ClC(=O)OCCl (chloromethyl chloroformate). Run in C(Cl)Cl (methylene chloride). Yields the product C(OCCl)(OCCOCCOCCOCCOCCOC)=O (chloromethyl 2,5,8,11,14-pentaoxahexadecan-16-yl carbonate). RXN SMILES: Cl[C:2]([O:4][CH2:5][Cl:6])=[O:3].[CH3:7][O:8][CH2:9][CH2:10][O:11][CH2:12][CH2:13][O:14][CH2:15][CH2:16][O:17][CH2:18][CH2:19][O:20][CH2:21][CH2:22][OH:23].N1C=CC=CC=1>C(Cl)Cl>[C:2](=[O:3])([O:23][CH2:22][CH2:21][O:20][CH2:19][CH2:18][O:17][CH2:16][CH2:15][O:14][CH2:13][CH2:12][O:11][CH2:10][CH2:9][O:8][CH3:7])[O:4][CH2:5][Cl:6]. Reported procedure: In a manner similar to the method described in Example 3, chloromethyl chloroformate (Aldrich) was reacted with pentaethylene glycol monomethyl ether (TCI) and pyridine in methylene chloride at −78° C. for 3 h to give chloromethyl 2,5,8,11,14-pentaoxahexadecan-16-yl carbonate. This material was then reacted with chiral 4-((2R,3S,4R,5S)-3-(3-chloro-2-fluorophenyl)-4-(4-chloro-2-fluorophenyl)-4-cyano-5-neopentylpyrrolidine-2-carboxamido)-3-methoxybenzoic acid in the presence of cesium carbonate in... Reactants: C(C)(=O)N1N(C(CC2CCCC=C12)=O)C(C)=O (1,2-diacetyltetrahydrocinnolin-3-one), C(C)(=O)Cl (acetyl chloride), COC(OC)OC (trimethylorthoformate). Solvent: CN(C=O)C (N,N-dimethylformamide). Conditions: temperature 130 celsius. Yields the product C(C)(=O)N1N(C(C(C2=CC=CC=C12)=COC)=O)C(C)=O (1,2-diacetyl-4-methoxymethylene-1,4-dihydro-2H-cinnolin-3-one). The yield is 43.8%. As a reaction SMILES: [C:1]([N:4]1[C:13]2[CH:8]([CH2:9][CH2:10][CH2:11][CH:12]=2)[CH2:7][C:6](=[O:14])[N:5]1[C:15](=[O:17])[CH3:16])(=[O:3])[CH3:2].C(Cl)(=O)C.[CH3:22][O:23][CH:24](OC)OC>CN(C)C=O>[C:1]([N:4]1[C:13]2[C:8](=[CH:9][CH:10]=[CH:11][CH:12]=2)[C:7](=[CH:22][O:23][CH3:24])[C:6](=[O:14])[N:5]1[C:15](=[O:17])[CH3:16])(=[O:3])[CH3:2]. Procedure: To a solution of 1,2-diacetyltetrahydrocinnolin-3-one (0.34 g, 1.5 mmol) in N,N-dimethylformamide (3.6 mL) is added acetyl chloride (5 mL) and trimethylorthoformate (0.64 mL, 6.0 mmol). The mixture is heated at reflux in a 130° C. oil bath for 12 hours under a nitrogen atmosphere and then is allowed to cool to room temperature. The reaction mixture is purified in three batches via semi-preparative HPLC (Prodigy ODS3 column, 5% MeCN/95% water/0.01% trifluoroacetic acid to 100% acetonitrile over 1... Starting materials: [Si](C1=CC=CC=C1)(C1=CC=CC=C1)(C(C)(C)C)OC1=C(C=C(OC[C@H](CNCCC2=CC=C(NC3CCN(CC3)C(=O)NC(=O)NCCCCCCCC)C=C2)O)C=C1)F (N-((4-[4-(2-{[(2S)-3-(4-{[tert-Butyl(diphenyl)silyl]oxy)-3-fluorophenoxy)-2-hydroxypropyl]amino}ethyl)anilino]-1-piperidinyl}carbonyl)-N′-octylurea), C(Cl)(Cl)Cl.CO (chloroform methanol). Product: C(CCCCCCC)NC(=O)N1CCC(CC1)NC1=CC=C(C=C1)CCNC[C@@H](COC1=CC(=C(C=C1)O)F)O (4-(4-[2-[(2S)-3-(3-Fluoro-4-hydroxy-phenoxy)-2-hydroxy-propylamino]-ethyl]-phenylamino)-piperidine-1-carboxylic acid octylamide). Reaction SMILES: [Si]([O:18][C:19]1[CH:59]=[CH:58][C:22]([O:23][CH2:24][C@@H:25]([OH:57])[CH2:26][NH:27][CH2:28][CH2:29][C:30]2[CH:56]=[CH:55][C:33]([NH:34][CH:35]3[CH2:40][CH2:39][N:38](C(NC(NCCCCCCCC)=O)=O)[CH2:37][CH2:36]3)=[CH:32][CH:31]=2)=[CH:21][C:20]=1[F:60])(C(C)(C)C)(C1C=CC=CC=1)C1C=CC=CC=1.C(Cl)(Cl)Cl.[CH3:65][OH:66]>>[CH2:28]([NH:27][C:65]([N:38]1[CH2:39][CH2:40][CH:35]([NH:34][C:33]2[CH:55]=[CH:56][C:30]([CH2:29][CH2:28][NH:27][CH2:26][C@H:25]([OH:57])[CH2:24][O:23][C:22]3[CH:58]=[CH:59][C:19]([OH:18])=[C:20]([F:60])[CH:21]=3)=[CH:31][CH:32]=2)[CH2:36][CH2:37]1)=[O:66])[CH2:29][CH2:30][CH2:31][CH2:32][CH2:33][CH2:55][CH3:56] |f:1.2|. Procedure details: N-((4-[4-(2-{[(2S)-3-(4-{[tert-Butyl(diphenyl)silyl]oxy)-3-fluorophenoxy)-2-hydroxypropyl]amino}ethyl)anilino]-1-piperidinyl}carbonyl)-N′-octylurea (0.228 g, 0.271 mmol) was reacted according to Procedure H (eluant: 10:1 going to 5:1 chloroform-methanol containing 2% triethylamine) to give the title compound (0.126 g, 0.223 mmol). Starting materials: O=C1C(CC2=CC(=CC=C12)OC[C@@H]1OCCC1)OC(C)=O (acetic acid 1-oxo-5-[(R)-1-(tetrahydrofuran-2-yl)methoxy]-indan-2-yl ester), C([O-])([O-])=O.[K+].[K+] (potassium carbonate), O (water). The solvent is CO (methanol). Reaction conditions: time 1 hour. Yields the product OC1C(C2=CC=C(C=C2C1)OC[C@@H]1OCCC1)=O (2-Hydroxy-5-[(R)-1-(tetrahydrofuran-2-yl)methoxy]-indan-1-one). RXN SMILES: [O:1]=[C:2]1[C:10]2[C:5](=[CH:6][C:7]([O:11][CH2:12][C@H:13]3[CH2:17][CH2:16][CH2:15][O:14]3)=[CH:8][CH:9]=2)[CH2:4][CH:3]1[O:18]C(=O)C.C(=O)([O-])[O-].[K+].[K+].O>CO>[OH:18][CH:3]1[CH2:4][C:5]2[C:10](=[CH:9][CH:8]=[C:7]([O:11][CH2:12][C@H:13]3[CH2:17][CH2:16][CH2:15][O:14]3)[CH:6]=2)[C:2]1=[O:1] |f:1.2.3|. Procedure: A mixture of acetic acid 1-oxo-5-[(R)-1-(tetrahydrofuran-2-yl)methoxy]-indan-2-yl ester (1.02 g) and potassium carbonate (264 mg) in methanol (1 mL) was stirred at room temperature for 1 h. After adding water it was extracted with dichloromethane, dried over magnesium sulfate and concentrated. In this way the product was obtained with molecular weight 248.28 (C14H16O4); MS (ESI): 249 (M+H+). Starting materials: C(C(C)=C)C12C3C(C(C=C1)C2)C(=O)OC3=O (methallylbicyclo[2.2.1]hept-5-ene-2,3-dicarboxylic anhydride), Cl.NO (hydroxylamine hydrochloride), [OH-].[Na+] (sodium hydroxide). Run in O (water). Product: ON=C(O)C1C2(C=CC(C1C(=O)O)C2)CC(C)=C (Methallylbicyclo[2.2.1]hept-5-ene-2,3-dicarboxylic acid-N-hydroxylimide). As a reaction SMILES: Cl.[NH2:2][OH:3].[CH2:4]([C:8]12[CH2:14][CH:11]([CH:12]=[CH:13]1)[CH:10]1[C:15]([O:17][C:18](=[O:19])[CH:9]21)=[O:16])[C:5](=[CH2:7])[CH3:6].[OH-].[Na+]>O>[OH:3][N:2]=[C:18]([CH:9]1[CH:10]([C:15]([OH:17])=[O:16])[CH:11]2[CH2:14][C:8]1([CH2:4][C:5](=[CH2:7])[CH3:6])[CH:13]=[CH:12]2)[OH:19] |f:0.1,3.4|. Procedure details: 34.75 g of hydroxylamine hydrochloride are dissolved in water, and 109 g of methallylbicyclo[2.2.1]hept-5-ene-2,3-dicarboxylic anhydride are added. There are then added dropwise, with stirring, 40 g of 50% aqueous sodium hydroxide solution, and the mixture is refluxed for 1 hour. All volatile components are afterwards distilled off, the residue is taken up in toluene, the precipitated sodium chloride is filtered off, and the toluene is removed in a rotary evaporator (150° C., 2000 Pa). There are... Starting materials: [OH-].[Na+] (NaOH), COC(C1=CC(C(=O)N(CCC)C)=CC(=C1)C(C(C)C)=O)=O (5-isobutyryl-N-methyl-N-propyl-isophthalamic acid methyl ester), Cl (HCl). The solvent is CO (methanol). Reaction conditions: time 6 hour. The product is C(C(C)C)(=O)C1=C(C(=O)O)C=CC=C1C(=O)N(CCC)C (Isobutyryl-N-methyl-N-propyl-isophthalamic acid). Reaction SMILES: C[O:2][C:3](=[O:22])[C:4]1[CH:16]=[C:15](C(=O)C(C)C)[CH:14]=[C:6]([C:7]([N:9]([CH3:13])[CH2:10][CH2:11][CH3:12])=[O:8])[CH:5]=1.[OH-:23].[Na+].Cl>CO>[C:3]([C:5]1[C:6]([C:7]([N:9]([CH3:13])[CH2:10][CH2:11][CH3:12])=[O:8])=[CH:14][CH:15]=[CH:16][C:4]=1[C:3]([OH:2])=[O:22])(=[O:23])[CH:4]([CH3:16])[CH3:5] |f:1.2|. Reported procedure: Dissolve 5-isobutyryl-N-methyl-N-propyl-isophthalamic acid methyl ester (50 mg, 0.16 mmol) in methanol (3 mL) and add dropwise 2 N NaOH (0.16 mL). Stir the mixture at room temperature for 6 h, store overnight at 4° C. and acidify to about pH=6 by 5 N HCl. Concentrate to near dryness and dilute the residue with ethyl acetate. Wash with saturated aqueous sodium chloride solution and extract the organic layer, dry (magnesium sulfate) and concentrate to give the title compound. Reactants: C[Si](C)(C)C=[N+]=[N-] ((trimethylsilyl)diazomethane), CCCCCC (hexane), OC1=C(C(C(=O)O)=CC=C1)N (3-hydroxyanthranilic acid). The solvent is CO (MeOH), C1(=CC=CC=C1)C (toluene). Run at time 16 hour. Yields the product COC(C1=C(C(=CC=C1)O)N)=O (2-amino-3-hydroxy-benzoic Acid Methyl Ester). As a reaction SMILES: [CH3:1][Si](C=[N+]=[N-])(C)C.CCCCCC.[OH:14][C:15]1[CH:23]=[CH:22][CH:21]=[C:17]([C:18]([OH:20])=[O:19])[C:16]=1[NH2:24]>CO.C1(C)C=CC=CC=1>[CH3:1][O:19][C:18](=[O:20])[C:17]1[CH:21]=[CH:22][CH:23]=[C:15]([OH:14])[C:16]=1[NH2:24]. Procedure: A solution of (trimethylsilyl)diazomethane in hexane (2.0 M, 10.9 mmol) is added dropwise (10 min) to a mixture of 3-hydroxyanthranilic acid (9.93 mmol) in MeOH (10.5 mL) and toluene (42 mL). The mixture is stirred for 16 h, concentrated in vacuo, diluted with ether and EtOAc and washed several times with water. The organic layer is dried over MgSO4 and concentrated under reduced pressure. The residue is purified by FC (heptane to heptane/EtOAc 7/3) to give the desired ester as a brown solid. Reactants: IC=1C(C2=CC=C3C(=C2OC1C1=CC=CC=C1)NN=C3)=O (7-iodo-8-phenyl-1H-9-oxa-1,2-diaza-cyclopenta[a]naphthalen-6-one), [H-].[Na+] (sodium hydride), IC (iodomethane). Run in CN(C)C=O (DMF). Reaction conditions: time 5 minute. Yields the product IC=1C(C=2C=CC=3C(C2OC1C1=CC=CC=C1)=NN(C3)C)=O (7-Iodo-2-methyl-8-phenyl-2H-9-oxa-1,2-diaza-cyclopenta[a]naphthalen-6-one). Isolated yield 19.1%. Reaction SMILES: [I:1][C:2]1[C:3](=[O:21])[C:4]2[C:9]([O:10][C:11]=1[C:12]1[CH:17]=[CH:16][CH:15]=[CH:14][CH:13]=1)=[C:8]1[NH:18][N:19]=[CH:20][C:7]1=[CH:6][CH:5]=2.[H-].[Na+].I[CH3:25]>CN(C=O)C>[I:1][C:2]1[C:3](=[O:21])[C:4]2[CH:5]=[CH:6][C:7]3[C:8](=[N:18][N:19]([CH3:25])[CH:20]=3)[C:9]=2[O:10][C:11]=1[C:12]1[CH:17]=[CH:16][CH:15]=[CH:14][CH:13]=1 |f:1.2|. Procedure: To a solution of 7-iodo-8-phenyl-1H-9-oxa-1,2-diaza-cyclopenta[a]naphthalen-6-one (100 mg, 0.26 mmol) in DMF (5 mL) was added sodium hydride (60% dispersion in oil, 30 mg, 0.77 mmol) and the reaction stirred at RT. After 5 min, iodomethane (0.06 mL, 0.90 mmol) was added and the reaction stirred at RT for 6 h. The reaction was quenched by addition of water (3 mL) and extracted with EtOAc (×2). The combined organic extracts were washed with brine, dried (Na2SO4), filtered and concentrated in vacuo... The reactants are C(C)(C)(C)OC(NCCCOC=1C=C2CN(CC2=CC1)C(C1=C(C=C(C(=C1)C(C)C)O)O)=O)=O ({3-[2-(2,4-dihydroxy-5-isopropyl-benzoyl)-2,3-dihydro-1H-isoindol-5-yloxy]-propyl}-carbamic acid tert-butyl ester), Cl (HCl). Run in CCOC(=O)C (EtOAc). Reaction conditions: time 2 hour. The product is Cl.NCCCOC=1C=C2CN(CC2=CC1)C(=O)C1=C(C=C(C(=C1)C(C)C)O)O ([5-(3-amino-propoxy)-1,3-dihydro-isoindol-2-yl]-(2,4-dihydroxy-5-isopropyl-phenyl)-methanone hydrochloride), foam. As a reaction SMILES: C(OC(=O)[NH:7][CH2:8][CH2:9][CH2:10][O:11][C:12]1[CH:13]=[C:14]2[C:18](=[CH:19][CH:20]=1)[CH2:17][N:16]([C:21](=[O:33])[C:22]1[CH:27]=[C:26]([CH:28]([CH3:30])[CH3:29])[C:25]([OH:31])=[CH:24][C:23]=1[OH:32])[CH2:15]2)(C)(C)C.[ClH:35]>CCOC(C)=O>[ClH:35].[NH2:7][CH2:8][CH2:9][CH2:10][O:11][C:12]1[CH:13]=[C:14]2[C:18](=[CH:19][CH:20]=1)[CH2:17][N:16]([C:21]([C:22]1[CH:27]=[C:26]([CH:28]([CH3:30])[CH3:29])[C:25]([OH:31])=[CH:24][C:23]=1[OH:32])=[O:33])[CH2:15]2 |f:3.4|. Procedure details: A solution of {3-[2-(2,4-dihydroxy-5-isopropyl-benzoyl)-2,3-dihydro-1H-isoindol-5-yloxy]-propyl}-carbamic acid tert-butyl ester (Example 46) (1 g) in EtOAc (10 ml) was treated with a saturated solution of HCl in EtOAC (20 ml) then stirred at room temperature for 2 hours, The reaction mixture was evaporated and re-evaporated with ethanol (×3). The title compound was isolated as a cream foam (840 mg). 1H NMR (DMSO-d6) 10.05 (1H, br s), 9.60 (1H, s), 7.88 (3H, br s), 7.30-7.18 (1H, m), 7.05 (1H, s)... Run at time 5 day. The reactants are C(C1=CC=CC=C1)N1CCC(CC1)NC (1-benzyl-4-methylaminopiperidine), ClC1=NC=CC=C1[N+](=O)[O-] (2-chloro-3-nitropyridine), C([O-])([O-])=O.[K+].[K+] (potassium carbonate). Procedure details: A mixture of 1-benzyl-4-methylaminopiperidine (EXAMPLE 9, 10.8 g), 2-chloro-3-nitropyridine (6.7 g) and anhydrous potassium carbonate (14.6 g) in dry acetonitrile (211 ml) is stirred under nitrogen at 20°-25° for 5 days. The mixture is then concentrated under reduced pressure, diluted with methylene chloride (200 ml) and water (50 ml), and the phases are separated. The organic phase is washed with saline (50 ml), dried over sodium sulfate and concentrated under reduced pressure to give the crude... Solvent: C(C)#N (acetonitrile). RXN SMILES: [CH2:1]([N:8]1[CH2:13][CH2:12][CH:11]([NH:14][CH3:15])[CH2:10][CH2:9]1)[C:2]1[CH:7]=[CH:6][CH:5]=[CH:4][CH:3]=1.Cl[C:17]1[C:22]([N+:23]([O-:25])=[O:24])=[CH:21][CH:20]=[CH:19][N:18]=1.C(=O)([O-])[O-].[K+].[K+]>C(#N)C>[CH2:1]([N:8]1[CH2:13][CH2:12][CH:11]([N:14]([CH3:15])[C:17]2[C:22]([N+:23]([O-:25])=[O:24])=[CH:21][CH:20]=[CH:19][N:18]=2)[CH2:10][CH2:9]1)[C:2]1[CH:3]=[CH:4][CH:5]=[CH:6][CH:7]=1 |f:2.3.4|. Product: C(C1=CC=CC=C1)N1CCC(CC1)N(C1=NC=CC=C1[N+](=O)[O-])C (1-Benzyl-4-[N-methyl-N-(3-nitro-2-pyridinyl)amino]piperidine).